This data is from the Open Reaction Database (ORD), a public repository of structured organic reaction records. The task is: describe an organic reaction: reactants, conditions, products, and yield The reactants are C(=O)C=O (glyoxal), C1(=CC=CC=C1)P(C1=CC=CC=C1)=O (diphenylphosphine oxide). Solvent: C1=CC=CC=C1 (benzene). Reaction conditions: temperature 40 celsius. Yields the product OC(C(P(=O)(C1=CC=CC=C1)C1=CC=CC=C1)O)P(=O)(C1=CC=CC=C1)C1=CC=CC=C1 (1,2-dihydroxy-1,2-bis(diphenylphosphinyl)ethane). Yield: 90.0%. As a reaction SMILES: [CH:1]([CH:3]=[O:4])=[O:2].[C:5]1([PH:11](=[O:18])[C:12]2[CH:17]=[CH:16][CH:15]=[CH:14][CH:13]=2)[CH:10]=[CH:9][CH:8]=[CH:7][CH:6]=1>C1C=CC=CC=1>[OH:2][CH:1]([P:11]([C:12]1[CH:13]=[CH:14][CH:15]=[CH:16][CH:17]=1)([C:5]1[CH:10]=[CH:9][CH:8]=[CH:7][CH:6]=1)=[O:18])[CH:3]([OH:4])[P:11]([C:12]1[CH:17]=[CH:16][CH:15]=[CH:14][CH:13]=1)([C:5]1[CH:6]=[CH:7][CH:8]=[CH:9][CH:10]=1)=[O:18]. Procedure details: 7.73 g of 30% aqueous glyoxal solution (40 mmols glyoxal), 16.17 g (80 mmols) of diphenylphosphine oxide and 40 ml of benzene were introduced into a round bottom flask. The initial pH of the reaction mixture was heated for 30 min with a water bath at 40° C. The precipitated white product was separated by filtration and weighed 16.64 g (90% yield) m.p. 211°-214° C. After recrystallization from dimethylsulfoxide-acetonitrile 3:2, V:V gave a sample of 1,2-dihydroxy-1,2-bis(diphenylphosphinyl)ethane... The reactants are CCO, Cc1ccc(S(=O)(=O)n2ccc3c(NC4CCCCC4)c([N+](=O)[O-])cnc32)cc1, O, O, Cl[Sn]Cl. Product: Cc1ccc(S(=O)(=O)n2ccc3c(NC4CCCCC4)c(N)cnc32)cc1. RXN SMILES: [CH3:35][CH2:36][OH:37].[CH:1]1([NH:7][c:8]2[c:9]3[c:10]([n:11][cH:12][c:13]2[N+:14]([O-:15])=[O:16])[n:17]([S:20](=[O:21])(=[O:22])[c:23]2[cH:24][cH:25][c:26]([CH3:27])[cH:28][cH:29]2)[cH:18][cH:19]3)[CH2:2][CH2:3][CH2:4][CH2:5][CH2:6]1.[OH2:30].[OH2:31].[Sn:32]([Cl:33])[Cl:34]>>[CH:1]1([NH:7][c:8]2[c:9]3[c:10]([n:11][cH:12][c:13]2[NH2:14])[n:17]([S:20](=[O:21])(=[O:22])[c:23]2[cH:24][cH:25][c:26]([CH3:27])[cH:28][cH:29]2)[cH:18][cH:19]3)[CH2:2][CH2:3][CH2:4][CH2:5][CH2:6]1.